Dataset: the Open Reaction Database (ORD), a public repository of structured organic reaction records. Task: describe an organic reaction: reactants, conditions, products, and yield The reactants are C(C)OC([C@H](CC1=CC=C(C=C1)OCCCBr)OC)=O ((2S)-3-[4-(3-Bromo-propoxy)-phenyl]-2-methoxy-propionic acid ethyl ester), OC1=CC=C(C=C1)C(=O)C1=CC=C(C=C1)C ((4Hydroxy-phenyl)-p-tolyl-methanone), [OH-].[Na+] (NaOH). Yields the product CO[C@H](C(=O)O)CC1=CC=C(C=C1)OCCCOC1=CC=C(C=C1)C(C1=CC=C(C=C1)C)=O ((2S)-2-Methoxy-3-(4-{3-[4-(4-methyl-benzoyl)-phenoxy]-propoxy}-phenyl)-propionic acid). Reaction SMILES: C([O:3][C:4](=[O:20])[C@@H:5]([O:18][CH3:19])[CH2:6][C:7]1[CH:12]=[CH:11][C:10]([O:13][CH2:14][CH2:15][CH2:16]Br)=[CH:9][CH:8]=1)C.[OH:21][C:22]1[CH:27]=[CH:26][C:25]([C:28]([C:30]2[CH:35]=[CH:34][C:33]([CH3:36])=[CH:32][CH:31]=2)=[O:29])=[CH:24][CH:23]=1.[OH-].[Na+]>>[CH3:19][O:18][C@@H:5]([CH2:6][C:7]1[CH:8]=[CH:9][C:10]([O:13][CH2:14][CH2:15][CH2:16][O:21][C:22]2[CH:23]=[CH:24][C:25]([C:28](=[O:29])[C:30]3[CH:35]=[CH:34][C:33]([CH3:36])=[CH:32][CH:31]=3)=[CH:26][CH:27]=2)=[CH:11][CH:12]=1)[C:4]([OH:3])=[O:20] |f:2.3|. Procedure details: (2S)-3-[4-(3-Bromo-propoxy)-phenyl]-2-methoxy-propionic acid ethyl ester from Example 173, Step A was treated with (4Hydroxy-phenyl)-p-tolyl-methanone from Srep A under the Standar Procedure J. The compound thus obtained was allowed to react under Standar hydrolysis procedure C (NaOH) to give the title compound. Ms(ES) for C27H28O6 [M+NH4]+: 471 [M+H]+: 449. Reactants: [Cl-].[NH4+] (ammonium chloride), C1(CC1)C1=CC(=NN1)NC1=NC(=CC=C1[N+](=O)[O-])N[C@@H](C)C1=CC=C(C=C1)F ((S)-N2-(5-Cyclopropyl-1H-pyrazol-3-yl)-N6-[1-(4-fluorophenyl)ethyl]-3-nitropyridine-2,6-diamine), C(C)(=O)[O-].[NH4+] (ammonium acetate). Reagents/catalysts: [Zn] (zinc). Run in CO.C1CCOC1 (MeOH THF). Conditions: temperature 25 celsius, time 1 hour. Product: C1(CC1)C1=CC(=NN1)NC1=NC(=CC=C1N)N[C@@H](C)C1=CC=C(C=C1)F ((S)-N2-(5-Cyclopropyl-1H-pyrazol-3-yl)-N6-[1-(4-fluorophenyl)ethyl]pyridine-2,3,6-triamine). Reaction SMILES: [CH:1]1([C:4]2[NH:8][N:7]=[C:6]([NH:9][C:10]3[C:15]([N+:16]([O-])=O)=[CH:14][CH:13]=[C:12]([NH:19][C@H:20]([C:22]4[CH:27]=[CH:26][C:25]([F:28])=[CH:24][CH:23]=4)[CH3:21])[N:11]=3)[CH:5]=2)[CH2:3][CH2:2]1.[Cl-].[NH4+].C([O-])(=O)C.[NH4+]>CO.C1COCC1.[Zn]>[CH:1]1([C:4]2[NH:8][N:7]=[C:6]([NH:9][C:10]3[C:15]([NH2:16])=[CH:14][CH:13]=[C:12]([NH:19][C@H:20]([C:22]4[CH:23]=[CH:24][C:25]([F:28])=[CH:26][CH:27]=4)[CH3:21])[N:11]=3)[CH:5]=2)[CH2:3][CH2:2]1 |f:1.2,3.4,5.6|. Procedure: To a suspension of (S)-N2-(5-cyclopropyl-1H-pyrazol-3-yl)-N6-[1-(4-fluorophenyl)ethyl]-3-nitropyridine-2,6-diamine (Method 12; 0.26 g, 0.68 mmol) and zinc dust (0.223 g, 3.41 mmol) in MeOH:THF (1:1, 12 ml) was slowly added saturated ammonium chloride solution (1.5 ml). The reaction mixture was stirred at 25° C. for 1 hour, to which was then added saturated ammonium acetate solution (5 ml). The resulting mixture was stirred for another 30 minutes. Zn dust was removed by filtration and washed with... Reactants: C(C1=CC=CC=C1)OC1=C(C(=O)C2=C(C=CC=C2)OC)C=CC=C1 (2-benzyloxy-2′-methoxybenzophenone), O.NN (hydrazine monohydrate), O (water). Solvent: O1CCCC1 (tetrahydrofuran), C(CCC)O (1-butanol). Product: C(C1=CC=CC=C1)OC1=C(C(C2=C(C=CC=C2)OC)=NN)C=CC=C1 (2-benzyloxy-2′-methoxybenzophenone hydrazone). RXN SMILES: [CH2:1]([O:8][C:9]1[CH:24]=[CH:23][CH:22]=[CH:21][C:10]=1[C:11]([C:13]1[CH:18]=[CH:17][CH:16]=[CH:15][C:14]=1[O:19][CH3:20])=O)[C:2]1[CH:7]=[CH:6][CH:5]=[CH:4][CH:3]=1.O.[NH2:26][NH2:27].O>C(O)CCC.O1CCCC1>[CH2:1]([O:8][C:9]1[CH:24]=[CH:23][CH:22]=[CH:21][C:10]=1[C:11](=[N:26][NH2:27])[C:13]1[CH:18]=[CH:17][CH:16]=[CH:15][C:14]=1[O:19][CH3:20])[C:2]1[CH:7]=[CH:6][CH:5]=[CH:4][CH:3]=1 |f:1.2|. Procedure: A stirred suspension 2-benzyloxy-2′-methoxybenzophenone (13) (7.98 g, 0.025 mol) in hydrazine monohydrate (16 mL, 0.328 mol) and 1-butanol (25 mL) was heated to reflux overnight. After cooling to room temperature, the reaction mixture was poured into water saturated with salt and diluted with tetrahydrofuran. The organic phase which forms was separated, washed with water, saturated salt, and evaporated to dryness by rotary evaporation followed by application of high vacuum and mild heating. The ... The reactants are C(CCC)[Li] (Butyllithium), IC=1C=C(CO)C=CC1C (3-iodo-4-methyl-benzyl alcohol), COB(OC)OC (trimethylborate). The product is OCC=1C(=C(C=CC1)B(O)O)C (3-Hydroxymethyl-2-methyl-phenylboronic acid). Isolated yield 27.1%. RXN SMILES: [CH2:1]([Li])CCC.I[C:7]1[CH:8]=[C:9]([CH:12]=[CH:13][C:14]=1C)[CH2:10][OH:11].C[O:17][B:18](OC)[O:19]C>>[OH:11][CH2:10][C:9]1[C:8]([CH3:1])=[C:7]([B:18]([OH:19])[OH:17])[CH:14]=[CH:13][CH:12]=1. Reported procedure: Butyllithium (2.5 M, 4 mL, 10 mmol), 3-iodo-4-methyl-benzyl alcohol (1 g, 4 mmol), and trimethylborate (6 mL, 53 mmol) were reacted as in Example 5: step b. Aqueous workup and purification by SiO2 flash chromatography (40–50% EtOAc in hexanes) yielded the title compound (180 mg, 27%). The title compound exists as a mixture of boronic acids and anhydrides in CDCl3, therefore the reported NMR signals represent pairs or groups of related signals. 1H-NMR (CDCl3): δ 7.06–7.30 (m, 3H), 4.56 (s, 3H), 4... Starting materials: ClCCl, c1csc(CNC2CCCC2)c1, O=C(OC(Cl)(Cl)Cl)OC(Cl)(Cl)Cl. The product is O=C(Cl)N(Cc1cccs1)C1CCCC1. RXN SMILES: [CH2:25]([Cl:26])[Cl:27].[CH:1]1([NH:6][CH2:7][c:8]2[s:9][cH:10][cH:11][cH:12]2)[CH2:2][CH2:3][CH2:4][CH2:5]1.[Cl:13][C:14]([Cl:15])([O:16][C:17](=[O:18])[O:19][C:20]([Cl:21])([Cl:22])[Cl:23])[Cl:24]>>[CH:1]1([N:6]([CH2:7][c:8]2[s:9][cH:10][cH:11][cH:12]2)[C:14]([Cl:13])=[O:16])[CH2:2][CH2:3][CH2:4][CH2:5]1. The reactants are C(C)(=O)OC(C)=O (Acetic anhydride), CC1=NNC=C1 (methylpyrazole), [N+](=O)(OC(C)=O)[O-] (acetyl nitrate), C([O-])([O-])=O.[Na+].[Na+] (sodium carbonate), CC1=NNC=C1 (methylpyrazole), [N+](=O)(O)[O-] (HNO3), ice water, [N+](=O)(OC(C)=O)[O-] (acetyl nitrate). The solvent is ClC(=C(Cl)Cl)Cl (perchloroethylene), C(C)(=O)O (acetic acid). Reaction conditions: temperature 0 celsius, time 3 hour. The product is CC1=NNC(=C1)[N+](=O)[O-] (3-methyl-5-nitro-1H-pyrazole). RXN SMILES: C(OC(=O)C)(=O)C.[N+:8]([O-:11])(O)=[O:9].[CH3:12][C:13]1[CH:17]=[CH:16][NH:15][N:14]=1.[N+]([O-])(OC(=O)C)=O.C(=O)([O-])[O-].[Na+].[Na+]>C(O)(=O)C.ClC(Cl)=C(Cl)Cl>[CH3:12][C:13]1[CH:17]=[C:16]([N+:8]([O-:11])=[O:9])[NH:15][N:14]=1 |f:4.5.6|. Procedure details: Acetic anhydride (96.2 mL, 104.58 g, 1.02 mol) was cooled to −15° C. with an ice/NaCl bath and to this was dropwise, very slowly, added red fuming HNO3 (40.7 mL, 61.8 g, 0.98 mmol). The reaction is strongly exothermic and care must be taken to keep the temperature below 0° C. (inside temperature). This solution was then rapidly transferred with a teflon tube of sufficient diameter (to prevent warming on transfer) to an addition funnel with a cooling mantle. This solution was kept <0° C. at all t... Starting materials: ClC1=CC=C2C(=C1)N(CC21CCN(CC1)C)C1=C(C=CC=C1)F (6-chloro-1-(2-fluorophenyl)-1'-methylspiro[indoline-3,4'-piperidine]), C(\C=C/C(=O)O)(=O)O.ClC1=CC=C2C(=C1)N(CC21CCN(CC1)C)C1=C(C=CC=C1)F (6-chloro-1-(2-fluorophenyl)-1'-methylspiro[indoline-3,4'-piperidine] maleate). The product is ClC1=CC=C2C(=C1)N(CC21CCN(CC1)C#N)C1=C(C=CC=C1)F (6-chloro-1'-cyano-1-(2-fluorophenyl)spiro[indoline-3,4'-piperidine]). Reaction SMILES: [Cl:1][C:2]1[CH:7]=[C:6]2[N:8]([C:17]3[CH:22]=[CH:21][CH:20]=[CH:19][C:18]=3[F:23])[CH2:9][C:10]3([CH2:15][CH2:14][N:13]([CH3:16])[CH2:12][CH2:11]3)[C:5]2=[CH:4][CH:3]=1.C(O)(=O)/C=C\C(O)=O.ClC1C=C2[N:39](C3C=CC=CC=3F)CC3(CCN(C)CC3)C2=CC=1>>[Cl:1][C:2]1[CH:7]=[C:6]2[N:8]([C:17]3[CH:22]=[CH:21][CH:20]=[CH:19][C:18]=3[F:23])[CH2:9][C:10]3([CH2:15][CH2:14][N:13]([C:16]#[N:39])[CH2:12][CH2:11]3)[C:5]2=[CH:4][CH:3]=1 |f:1.2|. Procedure details: A sample of 6-chloro-1-(2-fluorophenyl)-1'-methylspiro[indoline-3,4'-piperidine], free base of Example 25, is treated according to the method of Example 25 to provide 6-chloro-1'-cyano-1-(2-fluorophenyl)spiro[indoline-3,4'-piperidine].